From a dataset of the Open Reaction Database (ORD), a public repository of structured organic reaction records. describe an organic reaction: reactants, conditions, products, and yield The reactants are BrC1=CC=C(C=O)C=C1 (4-bromobenzaldehyde), C(CO)O (ethylene glycol), O (water). Reagents/catalysts: CC1=CC=C(C=C1)S(=O)(=O)O.O (ptoluenesulfonic acid). Solvent: C1(=CC=CC=C1)C (toluene). Product: BrC1=CC=C(C=C1)C1OCCO1 (2-(4-bromophenyl)-1,3-dioxolane). Yield: 99.4%. Reaction SMILES: [Br:1][C:2]1[CH:9]=[CH:8][C:5]([CH:6]=[O:7])=[CH:4][CH:3]=1.[CH2:10](O)[CH2:11][OH:12].O>C1(C)C=CC=CC=1.CC1C=CC(S(O)(=O)=O)=CC=1.O>[Br:1][C:2]1[CH:9]=[CH:8][C:5]([CH:6]2[O:12][CH2:11][CH2:10][O:7]2)=[CH:4][CH:3]=1 |f:4.5|. Procedure: 100 g (540 mmol) of 4-bromobenzaldehyde together with 200 mg of ptoluenesulfonic acid and 30 ml (540 mmol) of anhydrous ethylene glycol are initially introduced in 600 ml of toluene, and the mixture is refluxed on a water separator with monitoring by TLC. When the reaction is complete, the reaction solution is washed twice with sat. NaHCO3 solution and once with water, dried over Na2SO4 and evaporated in a rotary evaporator, giving 123 g (99% of theory) of the dioxolane as a yellow oil.